Task: describe an organic reaction: reactants, conditions, products, and yield. Dataset: the Open Reaction Database (ORD), a public repository of structured organic reaction records Reactants: C12C(CCCC1)O2 (cyclohexene oxide), N1C=NC=C1 (imidazole). The solvent is C(C)O (ethanol). Yields the product N1C(=NC=C1)C1C(CCCC1)O (2-imidazolylcyclohexanol), residue. Yield: 76.0%. RXN SMILES: [CH:1]12[O:7][CH:2]1[CH2:3][CH2:4][CH2:5][CH2:6]2.[NH:8]1[CH:12]=[CH:11][N:10]=[CH:9]1>C(O)C>[NH:8]1[CH:12]=[CH:11][N:10]=[C:9]1[CH:2]1[CH2:3][CH2:4][CH2:5][CH2:6][CH:1]1[OH:7]. Reported procedure: A mixture of cyclohexene oxide (Va) (9.81 g), ethanol (25 ml) and imidazole (13.6 g) was refluxed under heating for 70 hours. The ethanol was evaporated and after addition of a small amount of water, the residue was extracted with chloroform. The extract was washed with a small amount of water, dried and evaporated to give 2-imidazolylcyclohexanol (IVa) (12.7 g) as crystaline residue (Yield 76%). Mp. 133°-134° C. Starting materials: COC(=O)CCC(CS(=O)c1ccc(Cl)c(Cl)c1)C(=O)N(CCCc1ccccc1)CCCc1ccccc1, O=C(OO)c1cccc(Cl)c1, ClCCl, [Na+], [Na+], O=S([O-])[O-]. Yields the product COC(=O)CCC(CS(=O)(=O)c1ccc(Cl)c(Cl)c1)C(=O)N(CCCc1ccccc1)CCCc1ccccc1. Reaction SMILES: [Cl:1][c:2]1[cH:3][c:4]([S:9](=[O:10])[CH2:11][CH:12]([CH2:13][CH2:14][C:15](=[O:16])[O:17][CH3:18])[C:19]([N:20]([CH2:21][CH2:22][CH2:23][c:24]2[cH:25][cH:26][cH:27][cH:28][cH:29]2)[CH2:30][CH2:31][CH2:32][c:33]2[cH:34][cH:35][cH:36][cH:37][cH:38]2)=[O:39])[cH:5][cH:6][c:7]1[Cl:8].[Cl:40][c:41]1[cH:42][cH:43][cH:44][c:45]([C:46]([O:47][OH:49])=[O:48])[cH:50]1.[Cl:57][CH2:58][Cl:59].[Na+:55].[Na+:56].[S:51]([O-:52])([O-:53])=[O:54]>>[Cl:1][c:2]1[cH:3][c:4]([S:9](=[O:10])([CH2:11][CH:12]([CH2:13][CH2:14][C:15](=[O:16])[O:17][CH3:18])[C:19]([N:20]([CH2:21][CH2:22][CH2:23][c:24]2[cH:25][cH:26][cH:27][cH:28][cH:29]2)[CH2:30][CH2:31][CH2:32][c:33]2[cH:34][cH:35][cH:36][cH:37][cH:38]2)=[O:39])=[O:48])[cH:5][cH:6][c:7]1[Cl:8]. Reactants: CC1=C(C=CC(=C1)Br)S(=O)(=O)NC2=C(C=C3C(=C2)N(C(=O)N3C)C)OC.C(=O)(OC(C)(C)C)N1[C@@H](CC1)CO (of-1 BOC-2-(S)-azetidinemethanol), BrC=1C=C(C=NC1)O (5-bromo-3-hydroxypyridine), C1(=CC=CC=C1)P(C1=CC=CC=C1)C1=CC=CC=C1 (triphenylphosphine), CCOC(=O)/N=N/C(=O)OCC (DEAD). Solvent: C1CCOC1 (THF). The product is C(=O)(OC(C)(C)C)N1[C@@H](CC1)COC=1C=NC=C(C1)Br (3-((1-BOC-2-(S)-azetidinyl)methoxy)-5-bromopyridine). Reaction SMILES: CC1C=C(Br)C=CC=1S(NC1C=C2N(C)C(N(C)C2=CC=1OC)=O)(=O)=O.[C:27]([N:34]1[CH2:37][CH2:36][C@H:35]1[CH2:38][OH:39])([O:29][C:30]([CH3:33])([CH3:32])[CH3:31])=[O:28].[Br:40][C:41]1[CH:42]=[C:43](O)[CH:44]=[N:45][CH:46]=1.C1(P(C2C=CC=CC=2)C2C=CC=CC=2)C=CC=CC=1.CCOC(/N=N/C(OCC)=O)=O>C1COCC1>[C:27]([N:34]1[CH2:37][CH2:36][C@H:35]1[CH2:38][O:39][C:43]1[CH:44]=[N:45][CH:46]=[C:41]([Br:40])[CH:42]=1)([O:29][C:30]([CH3:33])([CH3:32])[CH3:31])=[O:28] |f:0.1|. Reported procedure: A 619.3 mg (3.31 mmol) sample of-1-BOC-2-(S)-azetidinemethanol, prepared as in Example 7b above, and 480 mg (2.76 mmol) of 5-bromo-3-hydroxypyridine, from Example 65b above, were reacted with triphenylphosphine and DEAD (3.31 mmol each) in 10 mL of THF according to the procedure of Example 14a, to give 887 mg of the title compound. MS (DCI/NH3) m/e 243/246 (M+H)+, 260/262 (M+NH4)+. 1H NMR (CDCl3, 300 MHz) δ: 8.35-8.25 (br, 2H), 7.44 (s, 1H), 4.55-4.47 (m, 1H), 4.39-4.29 (m, 1H), 4.16-4.10 (m, 1H...